This data is from the Open Reaction Database (ORD), a public repository of structured organic reaction records. The task is: describe an organic reaction: reactants, conditions, products, and yield Starting materials: ClCCC(=O)C1=CC=C(C=C1)F (3-chloro-1-(4-fluorophenyl)propan-1-one), ICC(=C)C (3-iodo-2-methylprop-1-ene). Run in C1CCOC1 (THF). Reaction conditions: time 1 hour. Yields the product ClCCC(CC(=C)C)(O)C1=CC=C(C=C1)F (1-chloro-3-(4-fluorophenyl)-5-methylhex-5-en-3-ol). Yield: 76.0%. As a reaction SMILES: [Cl:1][CH2:2][CH2:3][C:4]([C:6]1[CH:11]=[CH:10][C:9]([F:12])=[CH:8][CH:7]=1)=[O:5].I[CH2:14][C:15]([CH3:17])=[CH2:16]>C1COCC1>[Cl:1][CH2:2][CH2:3][C:4]([C:6]1[CH:7]=[CH:8][C:9]([F:12])=[CH:10][CH:11]=1)([OH:5])[CH2:16][C:15]([CH3:17])=[CH2:14]. Procedure: The reaction mixture was mildly exothermic, and began to reflux spontaneously. After the refluxing had ceased, the mixture was stirred for 1 h. TLC showed the 3-chloro-1-(4-fluorophenyl)propan-1-one not reacted completely. A solution of 3-iodo-2-methylprop-1-ene (18.2 g, 0.1 mol) in THF (30 mL) was added, and the mixture was stirred at rt overnight. The mixture was extracted with EtOAc (2×500 mL). The combined organic layer was dried and concentrated. The residue was purified by column chromatog... Reactants: [Si](C)(C)(C(C)(C)C)OCC[C@@H]([C@@H](O)C1=C(C=CC=C1)Cl)O ((1S,2S)-4-(tert-butyldimethylsilyloxy)-1-(2-chlorophenyl)butane-1,2-diol), 2R, [Si](C)(C)(C(C)(C)C)OCC[C@H]([C@H](O)C1=C(C=CC=C1)Cl)O ((1R,2R)-4-(tert-butyldimethylsilyloxy)-1-(2-chlorophenyl)butane-1,2-diol). Yields the product C(C)(C)(C)[Si](C)(C)OCC[C@@H]1OC(O[C@H]1C1=C(C=CC=C1)Cl)(C)C (tert-butyl(2-((4S,5S)-5-(2-chlorophenyl)-2,2-dimethyl-1,3-dioxolan-4-yl)ethoxy)dimethylsilane). Isolated yield 70.0%. Reaction SMILES: [Si:1]([O:8][CH2:9][CH2:10][C@H:11]([OH:21])[C@H:12]([C:14]1[CH:19]=[CH:18][CH:17]=[CH:16][C:15]=1[Cl:20])[OH:13])([C:4]([CH3:7])([CH3:6])[CH3:5])([CH3:3])[CH3:2].[Si](OCC[C@@H](O)[C@@H](C1C=CC=CC=1Cl)O)([C:25](C)([CH3:27])[CH3:26])(C)C>>[C:4]([Si:1]([O:8][CH2:9][CH2:10][C@H:11]1[C@H:12]([C:14]2[CH:19]=[CH:18][CH:17]=[CH:16][C:15]=2[Cl:20])[O:13][C:25]([CH3:27])([CH3:26])[O:21]1)([CH3:3])[CH3:2])([CH3:6])([CH3:7])[CH3:5]. Procedure details: The substantially same method as described in Example 351 was conducted, except that (1S,2S)-4-(tert-butyldimethylsilyloxy)-1-(2-chlorophenyl)butane-1,2-diol (Preparation example 353) was used instead of 1R, 2R)-4-(tert-butyldimethylsilyloxy)-1-(2-chlorophenyl)butane-1,2-diol (Preparation example 349), to obtain the title compound (0.7 g, 70˜95%) The reactants are Cl, O=C(Cl)c1ccc(C(F)(F)F)cc1, CCOC(=O)c1ccc(C(=O)CN)cc1. Reaction SMILES: [ClH:1].[F:17][C:18]([c:19]1[cH:20][cH:21][c:22]([C:23](=[O:24])[Cl:25])[cH:26][cH:27]1)([F:28])[F:29].[NH2:2][CH2:3][C:4](=[O:5])[c:6]1[cH:7][cH:8][c:9]([C:10](=[O:11])[O:12][CH2:13][CH3:14])[cH:15][cH:16]1>>[NH:2]([CH2:3][C:4](=[O:5])[c:6]1[cH:7][cH:8][c:9]([C:10](=[O:11])[O:12][CH2:13][CH3:14])[cH:15][cH:16]1)[C:23]([c:22]1[cH:21][cH:20][c:19]([C:18]([F:17])([F:28])[F:29])[cH:27][cH:26]1)=[O:24]. The product is CCOC(=O)c1ccc(C(=O)CNC(=O)c2ccc(C(F)(F)F)cc2)cc1. Starting materials: C(C)(=O)O[C@H]1[C@H]([C@@H](O[C@@H]1COC(C)=O)N1C=NC(=C1N=CN(C)C)C(C=[N+]=[N-])=O)F (1-(3,5-di-O-acetyl-2-deoxy-2-fluoro-β-D-ribofuranosyl)-4-diazoacetyl-5-(dimethylaminomethyleneamino)imidazole), Cl (hydrogen chloride), C(C)OCC (diethylether), C(C)(=O)O[C@H]1[C@H]([C@@H](O[C@@H]1COC(C)=O)N1C=NC(=C1N=CN(C)C)C(C=[N+]=[N-])=O)F (1-(3,5-di-O-acetyl-2-deoxy-2-fluoro-β-D-ribofuranosyl)-4-diazoacetyl-5-(dimethylaminomethyleneamino)imidazole). Run in ClCCl (dichloromethane). The product is C(C)(=O)O[C@H]1[C@H]([C@@H](O[C@@H]1COC(C)=O)N1C=NC(=C1N=CN(C)C)C(CCl)=O)F (1-(3,5-di-O-acetyl-2-deoxy-2-fluoro-β-D-ribofuranosyl)-4-chloroacetyl-5-(dimethylaminomethyleneamino)imidazole). As a reaction SMILES: [C:1]([O:4][C@@H:5]1[C@@H:9]([CH2:10][O:11][C:12](=[O:14])[CH3:13])[O:8][C@@H:7]([N:15]2[C:19]([N:20]=[CH:21][N:22]([CH3:24])[CH3:23])=[C:18]([C:25](=[O:29])[CH:26]=[N+]=[N-])[N:17]=[CH:16]2)[C@@H:6]1[F:30])(=[O:3])[CH3:2].[ClH:31].C(OCC)C>ClCCl>[C:1]([O:4][C@@H:5]1[C@@H:9]([CH2:10][O:11][C:12](=[O:14])[CH3:13])[O:8][C@@H:7]([N:15]2[C:19]([N:20]=[CH:21][N:22]([CH3:24])[CH3:23])=[C:18]([C:25](=[O:29])[CH2:26][Cl:31])[N:17]=[CH:16]2)[C@@H:6]1[F:30])(=[O:3])[CH3:2]. Procedure: In step 14, compound (20) is reacted in dichloromethane with hydrogen chloride in the form of a diethylether solution under ice-cooling, to convert the 4-diazoacetyl group of compound (20) into 4-chloroacetyl group. Thereby, 1-(3,5-di-O-acetyl-2-deoxy-2-fluoro-β-D-ribofuranosyl)-4-chloroacetyl-5-(dimethylaminomethyleneamino)imidazole [compound (21)] is produced. The yield is 88.6%. Reactants: COC(CC1=COC2=C1C=CC(=C2C(C)=O)OCC2=C(C=C(C=C2)Cl)Cl)=O (methyl(7-acetyl-6-((2,4-dichlorobenzyl)oxy)-1-benzofuran-3-yl)acetate), [BH4-].[Na+] (NaBH4). Conditions: time 20 minute. RXN SMILES: [CH3:1][O:2][C:3](=[O:27])[CH2:4][C:5]1[C:9]2[CH:10]=[CH:11][C:12]([O:17][CH2:18][C:19]3[CH:24]=[CH:23][C:22]([Cl:25])=[CH:21][C:20]=3[Cl:26])=[C:13]([C:14](=[O:16])[CH3:15])[C:8]=2[O:7][CH:6]=1.[BH4-].[Na+]>CO>[CH3:1][O:2][C:3](=[O:27])[CH2:4][C:5]1[C:9]2[CH:10]=[CH:11][C:12]([O:17][CH2:18][C:19]3[CH:24]=[CH:23][C:22]([Cl:25])=[CH:21][C:20]=3[Cl:26])=[C:13]([CH:14]([OH:16])[CH3:15])[C:8]=2[O:7][CH:6]=1 |f:1.2|. Reported procedure: To a mixture of methyl(7-acetyl-6-((2,4-dichlorobenzyl)oxy)-1-benzofuran-3-yl)acetate (100 mg) in MeOH (2.5 mL) was added NaBH4 (10.2 mg). The mixture was stirred at room temperature for 20 min. The mixture was quenched with water. The resulting solid was collected by filtration to give the title compound (89 mg). The solvent is CO (MeOH). The product is COC(CC1=COC2=C1C=CC(=C2C(C)O)OCC2=C(C=C(C=C2)Cl)Cl)=O (Methyl(6-((2,4-dichlorobenzyl)oxy)-7-(1-hydroxyethyl)-1-benzofuran-3-yl)acetate). Reaction SMILES: Cl[CH:2]([CH3:13])[CH2:3][CH2:4][C:5]([C:7]1[CH:12]=[CH:11][CH:10]=[CH:9][CH:8]=1)=[O:6].[CH3:14][CH:15]([CH3:31])[C:16]([NH:18][C:19]1[CH:24]=[CH:23][CH:22]=[C:21]([CH:25]2[CH2:30][CH2:29][NH:28][CH2:27][CH2:26]2)[CH:20]=1)=[O:17]>>[CH3:14][CH:15]([CH3:31])[C:16]([NH:18][C:19]1[CH:24]=[CH:23][CH:22]=[C:21]([CH:25]2[CH2:30][CH2:29][N:28]([CH:2]([CH3:13])[CH2:3][CH2:4][C:5](=[O:6])[C:7]3[CH:12]=[CH:11][CH:10]=[CH:9][CH:8]=3)[CH2:27][CH2:26]2)[CH:20]=1)=[O:17]. The reactants are ClC(CCC(=O)C1=CC=CC=C1)C (4-chloro-1-phenyl-1-pentanone), CC(C(=O)NC1=CC(=CC=C1)C1CCNCC1)C (2-methyl-N-[3-(4-piperidinyl)phenyl]propanamide). Procedure details: Prepared by Procedure K and Scheme B1 using 4-chloro-1-phenyl-1-pentanone and 2-methyl-N-[3-(4-piperidinyl)phenyl]propanamide: ESMS m/e: 407.2 (M+H)+. Product: CC(C(=O)NC1=CC(=CC=C1)C1CCN(CC1)C(CCC(C1=CC=CC=C1)=O)C)C (2-METHYL-N-{3-[1-(1-METHYL-4-OXO-4-PHENYLBUTYL)-4-PIPERIDINYL]PHENYL}PROPANAMIDE). Starting materials: C1(=CC=CC=C1)P(=O)(C1=CC=CC=C1)N=[N+]=[N-] (diphenylphosphoryl azide), C(C1=CC=CC=C1)O (benzyl alcohol), C(C)C1CC(C1)C(=O)O (3-Ethylcyclobutanecarboxylic acid), C(C)(C)N(CC)C(C)C (diisopropylethylamine), [OH-].[Na+] (sodium hydroxide). The solvent is C1(=CC=CC=C1)C (toluene), C1(=CC=CC=C1)C (toluene). Conditions: temperature 100 celsius, time 40 minute. The product is C(C)C1CC(C1)NC(OCC1=CC=CC=C1)=O (Benzyl (3-ethylcyclobutyl)carbamate). Reaction SMILES: [CH2:1]([CH:3]1[CH2:6][CH:5](C(O)=O)[CH2:4]1)[CH3:2].C([N:13]([CH:16](C)C)CC)(C)C.C1(P(N=[N+]=[N-])(C2C=CC=CC=2)=[O:26])C=CC=CC=1.[CH2:36]([OH:43])[C:37]1[CH:42]=[CH:41][CH:40]=[CH:39][CH:38]=1.[OH-].[Na+]>C1(C)C=CC=CC=1>[CH2:1]([CH:3]1[CH2:4][CH:5]([NH:13][C:16](=[O:26])[O:43][CH2:36][C:37]2[CH:42]=[CH:41][CH:40]=[CH:39][CH:38]=2)[CH2:6]1)[CH3:2] |f:4.5|. Procedure details: 3-Ethylcyclobutanecarboxylic acid (1.67 g) was dissolved in toluene (20 mL), and diisopropylethylamine (5.32 mL) was added thereto. The solution was heated to 100° C., and a solution of diphenylphosphoryl azide (3.09 mL) in toluene (10 mL) was added dropwise thereto over 40 minutes. After stirring at 100° C. for 15 minutes, benzyl alcohol (1.48 mL) was added, and the mixture was further stirred at 100° C. for 15 minutes. The reaction solution was cooled. A 0.2 N aqueous sodium hydroxide was adde... The reactants are C1CCCCC1 (cyclohexane), ON1C(C=2C(C1=O)=CC=CC2)=O (N-hydroxyphthalimide), C1(=CC=CC=C1)C (toluene), C1[C@H](C)O1 ((S)-(−)-propylene oxide). Reagents/catalysts: CCN(C(C)C)C(C)C (DIPEA), [Br-].C(CCC)[N+](CCCC)(CCCC)CCCC (tetrabutylammonium bromide). Solvent: C(C)(=O)OCC (ethyl acetate), C(C)(=O)OCC (ethyl acetate). Product: O[C@H](CON1C(C2=CC=CC=C2C1=O)=O)C (2-((S)-2-hydroxy-propoxy)-isoindole-1,3-dione). The yield is 68.8%. RXN SMILES: [OH:1][N:2]1[C:6](=[O:7])[C:5]2=[CH:8][CH:9]=[CH:10][CH:11]=[C:4]2[C:3]1=[O:12].C1(C)C=CC=CC=1.[CH2:20]1[O:23][C@H:21]1[CH3:22].C1CCCCC1>[Br-].C([N+](CCCC)(CCCC)CCCC)CCC.C(OCC)(=O)C.CCN(C(C)C)C(C)C>[OH:23][C@@H:21]([CH3:22])[CH2:20][O:1][N:2]1[C:3](=[O:12])[C:4]2[C:5](=[CH:8][CH:9]=[CH:10][CH:11]=2)[C:6]1=[O:7] |f:4.5|. Procedure: To a suspension of N-hydroxyphthalimide (250 g, 1.53 mol), toluene (450 mL), tetrabutylammonium bromide (24.7 g, 76.6 mmol) and (S)-(−)-propylene oxide (214.7 mL, 3.07 mol) was added DIPEA (13.3 mL, 76.6 mmol). The reaction mixture was heated under nitrogen at reflux for 3 hours. The reaction mixture was concentrated in vacuo to obtain a yellow solid. The solid was dissolved in hot ethyl acetate and loaded onto a plug of flash silica (600 g) and the product eluted with diethyl ether (4 L). The e... Starting materials: C(N)(=O)C1(CC1)C1=C(CCC2=NC(=NC=C2C(F)(F)F)NC2=CC=C(C=C2)C(C)NC(OC(C)(C)C)=O)C=CC=C1 (tert-Butyl 1-(4-(4-(2-(1-carbamoylcyclopropyl)phenethyl)-5-(trifluoromethyl)pyrimidin-2-ylamino)phenyl)ethylcarbamate), FC(C(=O)O)(F)F (trifluoroacetic acid). Solvent: C(Cl)Cl (DCM). Conditions: time 16 hour. Yields the product NC(C)C1=CC=C(C=C1)NC1=NC=C(C(=N1)CCC1=C(C=CC=C1)C1(CC1)C(=O)N)C(F)(F)F (1-(2-(2-(2-(4-(1-Aminoethyl)phenylamino)-5-(trifluoromethyl)pyrimidin-4-yl)ethyl)phenyl)cyclopropanecarboxamide). Isolated yield 81.8%. As a reaction SMILES: [C:1]([C:4]1([C:7]2[CH:41]=[CH:40][CH:39]=[CH:38][C:8]=2[CH2:9][CH2:10][C:11]2[C:16]([C:17]([F:20])([F:19])[F:18])=[CH:15][N:14]=[C:13]([NH:21][C:22]3[CH:27]=[CH:26][C:25]([CH:28]([NH:30]C(=O)OC(C)(C)C)[CH3:29])=[CH:24][CH:23]=3)[N:12]=2)[CH2:6][CH2:5]1)(=[O:3])[NH2:2].FC(F)(F)C(O)=O>C(Cl)Cl>[NH2:30][CH:28]([C:25]1[CH:24]=[CH:23][C:22]([NH:21][C:13]2[N:12]=[C:11]([CH2:10][CH2:9][C:8]3[CH:38]=[CH:39][CH:40]=[CH:41][C:7]=3[C:4]3([C:1]([NH2:2])=[O:3])[CH2:5][CH2:6]3)[C:16]([C:17]([F:19])([F:20])[F:18])=[CH:15][N:14]=2)=[CH:27][CH:26]=1)[CH3:29]. Procedure: To a solution of tert-butyl 1-(4-(4-(2-(1-carbamoylcyclopropyl)phenethyl)-5-(trifluoromethyl)pyrimidin-2-ylamino)phenyl)ethylcarbamate 70 (0.11 g, 0.19 mmol) in DCM (4 mL) was added trifluoroacetic acid (2 mL). The mixture was stirred at ambient temperature for 16 hours before the volatiles were removed in vacuo. The crude residue was purified using an SCX conditioned with MeOH, product was eluted off with 2 M ammonia in EtOH) to give the title compound 70A as a cream solid (0.073 g, 81%). LCMS-...